Dataset: the Open Reaction Database (ORD), a public repository of structured organic reaction records. Task: describe an organic reaction: reactants, conditions, products, and yield Reactants: ClC1=C(C=CC=C1)NN (2-chlorophenyl hydrazine), C1(=CC=CC=C1)C(C(=O)C1=CC=CC=C1)=O (1,2-diphenyl-ethane-1,2-dione). Yields the product ClC1=C(C=CC=C1)NN=C(C(=O)C1=CC=CC=C1)C1=CC=CC=C1 (1,2-Diphenylethane-1,2-dione (2-chlorophenyl)hydrazone). Reaction SMILES: [Cl:1][C:2]1[CH:7]=[CH:6][CH:5]=[CH:4][C:3]=1[NH:8][NH2:9].[C:10]1([C:16](=O)[C:17]([C:19]2[CH:24]=[CH:23][CH:22]=[CH:21][CH:20]=2)=[O:18])[CH:15]=[CH:14][CH:13]=[CH:12][CH:11]=1>>[Cl:1][C:2]1[CH:7]=[CH:6][CH:5]=[CH:4][C:3]=1[NH:8][N:9]=[C:16]([C:10]1[CH:15]=[CH:14][CH:13]=[CH:12][CH:11]=1)[C:17]([C:19]1[CH:24]=[CH:23][CH:22]=[CH:21][CH:20]=1)=[O:18]. Procedure details: 1,2-Diphenylethane-1,2-dione (2-chlorophenyl)hydrazone was prepared from 2-chlorophenyl hydrazine and 1,2-diphenyl-ethane-1,2-dione according to the procedure of Step 1 Example 2. MS m/z 335; Reaction SMILES: [Br:31][N:32]1[C:33](=[O:34])[CH2:35][CH2:36][C:37]1=[O:38].[CH2:45]([Cl:46])[Cl:47].[CH3:1][O:2][c:3]1[c:4]([N:9]2[CH2:10][CH2:11][N:12]([CH2:15][CH2:16][CH2:17][NH:18][c:19]3[c:20]([C:21](=[O:22])[N:23]([CH3:24])[CH3:25])[cH:26][cH:27][cH:28][n:29]3)[CH2:13][CH2:14]2)[cH:5][cH:6][cH:7][cH:8]1.[CH3:48][OH:49].[ClH:30].[K+:39].[K+:40].[O-:41][C:42]([O-:43])=[O:44].[OH2:50]>>[CH3:1][O:2][c:3]1[c:4]([N:9]2[CH2:10][CH2:11][N:12]([CH2:15][CH2:16][CH2:17][NH:18][c:19]3[c:20]([C:21](=[O:22])[N:23]([CH3:24])[CH3:25])[cH:26][cH:27][cH:28][n:29]3)[CH2:13][CH2:14]2)[cH:5][cH:6][c:7]([Br:31])[cH:8]1. Reactants: O=C1CCC(=O)N1Br, ClCCl, COc1ccccc1N1CCN(CCCNc2ncccc2C(=O)N(C)C)CC1, CO, Cl, [K+], [K+], O=C([O-])[O-], O. Yields the product COc1cc(Br)ccc1N1CCN(CCCNc2ncccc2C(=O)N(C)C)CC1.